Dataset: the Open Reaction Database (ORD), a public repository of structured organic reaction records. Task: describe an organic reaction: reactants, conditions, products, and yield Reactants: CCCOc1c(-c2cccc3cc(C(C)=CC(=O)OCC)oc23)cc(C(C)C)cc1C(C)C, C1CCOC1, CO, [Li+], [OH-]. Yields the product CCCOc1c(-c2cccc3cc(C(C)=CC(=O)O)oc23)cc(C(C)C)cc1C(C)C. Reaction SMILES: [CH2:1]([CH3:2])[O:3][C:4]([CH:5]=[C:6]([CH3:7])[c:8]1[cH:9][c:10]2[c:11]([o:12]1)[c:13](-[c:17]1[c:18]([O:29][CH2:30][CH2:31][CH3:32])[c:19]([CH:26]([CH3:27])[CH3:28])[cH:20][c:21]([CH:23]([CH3:24])[CH3:25])[cH:22]1)[cH:14][cH:15][cH:16]2)=[O:33].[CH2:34]1[O:35][CH2:36][CH2:37][CH2:38]1.[CH3:41][OH:42].[Li+:40].[OH-:39]>>[O:3]=[C:4]([CH:5]=[C:6]([CH3:7])[c:8]1[cH:9][c:10]2[c:11]([o:12]1)[c:13](-[c:17]1[c:18]([O:29][CH2:30][CH2:31][CH3:32])[c:19]([CH:26]([CH3:27])[CH3:28])[cH:20][c:21]([CH:23]([CH3:24])[CH3:25])[cH:22]1)[cH:14][cH:15][cH:16]2)[OH:33]. The reactants are C, COC(=O)c1ccc(-c2ccccc2)cc1NC(=O)c1cc(C2CCN(CCO)CC2)ccc1OCc1ccccc1, CCOC(C)=O, CO, [Pd]. Product: COC(=O)c1ccc(-c2ccccc2)cc1NC(=O)c1cc(C2CCN(CCO)CC2)ccc1O. RXN SMILES: [C:51].[CH2:1]([c:2]1[cH:3][cH:4][cH:5][cH:6][cH:7]1)[O:8][c:9]1[c:10]([C:11](=[O:12])[NH:13][c:14]2[c:15]([C:16](=[O:17])[O:18][CH3:19])[cH:20][cH:21][c:22](-[c:24]3[cH:25][cH:26][cH:27][cH:28][cH:29]3)[cH:23]2)[cH:30][c:31]([CH:34]2[CH2:35][CH2:36][N:37]([CH2:40][CH2:41][OH:42])[CH2:38][CH2:39]2)[cH:32][cH:33]1.[CH3:43][CH2:44][O:45][C:46](=[O:47])[CH3:48].[CH3:49][OH:50].[Pd:52]>>[OH:8][c:9]1[c:10]([C:11](=[O:12])[NH:13][c:14]2[c:15]([C:16](=[O:17])[O:18][CH3:19])[cH:20][cH:21][c:22](-[c:24]3[cH:25][cH:26][cH:27][cH:28][cH:29]3)[cH:23]2)[cH:30][c:31]([CH:34]2[CH2:35][CH2:36][N:37]([CH2:40][CH2:41][OH:42])[CH2:38][CH2:39]2)[cH:32][cH:33]1. The solvent is C=1(C(=CC=CC1)C)C (xylene). Reaction SMILES: [Cl:1][CH2:2][C:3]1[CH:4]=[CH:5][C:6]([C:9]2[CH:14]=[CH:13][C:12]([F:15])=[C:11]([F:16])[CH:10]=2)=[N:7][CH:8]=1.[C:17]1([P:23]([C:30]2[CH:35]=[CH:34][CH:33]=[CH:32][CH:31]=2)[C:24]2[CH:29]=[CH:28][CH:27]=[CH:26][CH:25]=2)[CH:22]=[CH:21][CH:20]=[CH:19][CH:18]=1>C1(C)C(C)=CC=CC=1>[Cl-:1].[F:16][C:11]1[CH:10]=[C:9]([C:6]2[CH:5]=[CH:4][C:3]([CH2:2][P+:23]([C:24]3[CH:25]=[CH:26][CH:27]=[CH:28][CH:29]=3)([C:30]3[CH:35]=[CH:34][CH:33]=[CH:32][CH:31]=3)[C:17]3[CH:18]=[CH:19][CH:20]=[CH:21][CH:22]=3)=[CH:8][N:7]=2)[CH:14]=[CH:13][C:12]=1[F:15] |f:3.4|. Procedure details: A mixture of 0.46 g of 5-chloromethyl-2-(3,4-difluorophenyl)pyridine, 0.6 g of triphenylphosphine and 10 ml of xylene was heated to boiling for 24 hours. After cooling the precipitate was filtered off, washed with toluene and dried. There was obtained 0.48 g of colourless [2-(3,4-difluorophenyl)-5-pyridyl]methyltriphenylphosphonium chloride, m.p. 259°-260.5° C. Product: [Cl-].FC=1C=C(C=CC1F)C1=NC=C(C=C1)C[P+](C1=CC=CC=C1)(C1=CC=CC=C1)C1=CC=CC=C1 ([2-(3,4-difluorophenyl)-5-pyridyl]methyltriphenylphosphonium chloride). Reaction conditions: time 24 hour. Yield: 49.8%. Starting materials: ClCC=1C=CC(=NC1)C1=CC(=C(C=C1)F)F (5-chloromethyl-2-(3,4-difluorophenyl)pyridine), C1(=CC=CC=C1)P(C1=CC=CC=C1)C1=CC=CC=C1 (triphenylphosphine). The reactants are FC(C1=CC=C(OC2=CC=NC3=C(C=CC=C23)N)C=C1)(F)F (4-(4-(trifluoromethyl)phenoxy)quinolin-8-amine), CCN(C(C)C)C(C)C (DIPEA), ClC1=CC=C(C(=C1C(=O)O)F)CNC(C(C)(C)C)=O (6-chloro-2-fluoro-3-(pivalamidomethyl)benzoic acid), C(C(=O)Cl)(=O)Cl (oxalyl chloride). The reagents and catalysts are CN(C)C=O (DMF). Solvent: C(Cl)Cl (CH2Cl2). The product is ClC1=CC=C(C(=C1C(=O)NC=1C=CC=C2C(=CC=NC12)OC1=CC=C(C=C1)C(F)(F)F)F)CNC(C(C)(C)C)=O (6-Chloro-2-fluoro-3-(pivalamidomethyl)-N-(4-(4-(trifluoromethyl)phenoxy)quinolin-8-yl)benzamide). Isolated yield 11.9%. RXN SMILES: [F:1][C:2]([F:22])([F:21])[C:3]1[CH:20]=[CH:19][C:6]([O:7][C:8]2[C:17]3[C:12](=[C:13]([NH2:18])[CH:14]=[CH:15][CH:16]=3)[N:11]=[CH:10][CH:9]=2)=[CH:5][CH:4]=1.[Cl:23][C:24]1[C:29]([C:30](O)=[O:31])=[C:28]([F:33])[C:27]([CH2:34][NH:35][C:36](=[O:41])[C:37]([CH3:40])([CH3:39])[CH3:38])=[CH:26][CH:25]=1.C(Cl)(=O)C(Cl)=O.CCN(C(C)C)C(C)C>CN(C=O)C.C(Cl)Cl>[Cl:23][C:24]1[C:29]([C:30]([NH:18][C:13]2[CH:14]=[CH:15][CH:16]=[C:17]3[C:12]=2[N:11]=[CH:10][CH:9]=[C:8]3[O:7][C:6]2[CH:19]=[CH:20][C:3]([C:2]([F:1])([F:21])[F:22])=[CH:4][CH:5]=2)=[O:31])=[C:28]([F:33])[C:27]([CH2:34][NH:35][C:36](=[O:41])[C:37]([CH3:39])([CH3:38])[CH3:40])=[CH:26][CH:25]=1. Procedure details: The title compound was prepared following the procedure described in Example-1 using 4-(4-(trifluoromethyl)phenoxy)quinolin-8-amine (Intermediate-46, 126 mg, 0.44 mmol), 6-chloro-2-fluoro-3-(pivalamidomethyl)benzoic acid (Intermediate-2, 142 mg, 0.49 mmol), oxalyl chloride (93 mg, 0.74 mmol), DMF (1 drop) and DIPEA (170 mg, 1.32 mmol) in CH2Cl2 (5 mL) to afford 30 mg of the title product. 1H NMR (300 MHz, DMSO-d6): δ10.78 (s, 1H), 8.80-8.75 (m, 2H), 8.16 (t, 1H), 8.03 (d, J=8.4 Hz, 1H), 7.90 (d,... Starting materials: NC1=C(C=CC(=C1)CC)C(=O)N1CCCCC1 ((2-amino-4-ethyl-phenyl)-piperidin-1-yl-methanone), O.O.Cl[Sn]Cl (SnCl2.2H2O), C(C)C1=CC(=C(C=C1)C(=O)N1CCCCC1)[N+](=O)[O-] ((4-ethyl-2-nitro-phenyl)-piperidin-1-yl-methanone), ClS(=O)(=O)C1=CC=CC2=NSN=C21 (4-chlorosulfonyl-2,1,3-benzothiadiazole). Product: C(C)C=1C=CC(=C(C1)NS(=O)(=O)C1=CC=CC=2C1=NSN2)C(=O)N2CCCCC2 (Benzo[1,2,5]thiadiazole-4-sulfonic acid [5-ethyl-2-(piperidine-1-carbonyl)-phenyl]-amide). RXN SMILES: [NH2:1][C:2]1[CH:7]=[C:6]([CH2:8][CH3:9])[CH:5]=[CH:4][C:3]=1[C:10]([N:12]1[CH2:17][CH2:16][CH2:15][CH2:14][CH2:13]1)=[O:11].O.O.Cl[Sn]Cl.C(C1C=CC(C(N2CCCCC2)=O)=C([N+]([O-])=O)C=1)C.Cl[S:43]([C:46]1[C:54]2[C:50](=[N:51][S:52][N:53]=2)[CH:49]=[CH:48][CH:47]=1)(=[O:45])=[O:44]>>[CH2:8]([C:6]1[CH:5]=[CH:4][C:3]([C:10]([N:12]2[CH2:17][CH2:16][CH2:15][CH2:14][CH2:13]2)=[O:11])=[C:2]([NH:1][S:43]([C:46]2[C:54]3=[N:53][S:52][N:51]=[C:50]3[CH:49]=[CH:48][CH:47]=2)(=[O:45])=[O:44])[CH:7]=1)[CH3:9] |f:1.2.3|. Procedure details: To a stirred solution of 2-nitro-4-vinylbenzoic acid piperidine amide (100 mg, 0.39 mmol) in methanol (15 mL) was added Pd on carbon (10 wt %, 25 mg). The reaction mixture was maintained under ˜1 atm H2 and stirred for 12 h. The mixture was filtered through diatomaceous earth and concentrated in vacuo to yield (4-ethyl-2-nitro-phenyl)-piperidin-1-yl-methanone, which was subsequently reduced to (2-amino-4-ethyl-phenyl)-piperidin-1-yl-methanone with SnCl2.2H2O as described in EXAMPLE 5. The title ... As a reaction SMILES: [OH:1][CH2:2][C:3]1[CH:20]=[CH:19][C:18]2[C:17]3[C:8](=[C:9]4[C:14](=[CH:15][CH:16]=3)[CH:13]=[CH:12][CH:11]=[CH:10]4)[CH:7]=[CH:6][C:5]=2[CH:4]=1.C1(C)C=CC=CC=1>C(Cl)Cl>[CH:4]1[C:5]2[CH:6]=[CH:7][C:8]3[C:17](=[CH:16][CH:15]=[C:14]4[C:9]=3[CH:10]=[CH:11][CH:12]=[CH:13]4)[C:18]=2[CH:19]=[CH:20][C:3]=1[CH:2]=[O:1]. The product is C1=C(C=CC=2C3=CC=C4C=CC=CC4=C3C=CC12)C=O (chrysene-2-carbaldehyde). Isolated yield 87.9%. Procedure details: 2-Hydroxymethylchrysene (20C, 8.0 g, 0.031 mol) in CH2Cl2 (2.5 L) was treated with BaMnO4 (Aldrich, 15.9 g, 0.062 mol) and refluxed for 12 h. The reaction mixture was filtered, and concentrated to give a solid, which was then passed through a plug of SiO2 (500 g) using PhCH3 as the eluting solvent. The appropriate fractions were combined and the volume reduced to 75 mL to afford 6.98 g (88%) of chrysene-2-carbaldehyde mp 215°-216.5°, (C, H). Starting materials: OCC1=CC=2C=CC3=C4C=CC=CC4=CC=C3C2C=C1 (2-Hydroxymethylchrysene), BaMnO4, C1(=CC=CC=C1)C (PhCH3), SiO2. The solvent is C(Cl)Cl (CH2Cl2). Reactants: ClC1=CC=C(OCC(C(C)=O)(C)C)C=C1 (1-(4-chlorophenoxy)-2,2-dimethyl-butan-3-one), BrBr (bromine). The solvent is C(Cl)(Cl)Cl (chloroform). Conditions: time 30 minute. The product is BrCC(C(COC1=CC=C(C=C1)Cl)(C)C)=O (1-bromo-4-(4-chlorophenoxy)-3,3-dimethyl-butan-2-one). Isolated yield 99.8%. RXN SMILES: [Cl:1][C:2]1[CH:15]=[CH:14][C:5]([O:6][CH2:7][C:8]([CH3:13])([CH3:12])[C:9](=[O:11])[CH3:10])=[CH:4][CH:3]=1.[Br:16]Br>C(Cl)(Cl)Cl>[Br:16][CH2:10][C:9](=[O:11])[C:8]([CH3:12])([CH3:13])[CH2:7][O:6][C:5]1[CH:14]=[CH:15][C:2]([Cl:1])=[CH:3][CH:4]=1. Procedure details: 36 g (0.159 mol) of 1-(4-chlorophenoxy)-2,2-dimethyl-butan-3-one were dissolved in 300 ml of chloroform, and 25.5 g (0.159 mol) of bromine were added dropwise at 20° C. in a manner such that continuous decoloration occurred. When the addition had ended, the mixture was stirred at room temperature for 30 minutes and was then concentrated by distilling off the solvent in vacuo. 48.5 g (quantitative conversion) of crude 1-bromo-4-(4-chlorophenoxy)-3,3-dimethyl-butan-2-one were obtained as an oil. #... The reactants are C(C1=CC=CC=C1)OC(=O)N1C[C@H]([C@@H](CC1)OC=1N=NC(=C(C1)C1=CC=C(C=C1)OC1CCCCC1)CCCC)F ((±)-trans-4-[6-butyl-5-(4-cyclohexyloxy-phenyl)-pyridazin-3-yloxy]-3-fluoro-piperidine-1-carboxylic acid benzyl ester). The reagents and catalysts are [Pd] (palladium on carbon). Run in CO (MeOH). Run at time 1.5 hour. Yields the product C(CCC)C=1N=NC(=CC1C1=CC=C(C=C1)OC1CCCCC1)O[C@H]1[C@@H](CNCC1)F ((±)-trans-3-butyl-4-(4-cyclohexyloxy-phenyl)-6-(3-fluoro-piperidin-4-yloxy)-pyridazine). Isolated yield 78.0%. RXN SMILES: C(OC([N:11]1[CH2:16][CH2:15][C@@H:14]([O:17][C:18]2[N:19]=[N:20][C:21]([CH2:37][CH2:38][CH2:39][CH3:40])=[C:22]([C:24]3[CH:29]=[CH:28][C:27]([O:30][CH:31]4[CH2:36][CH2:35][CH2:34][CH2:33][CH2:32]4)=[CH:26][CH:25]=3)[CH:23]=2)[C@H:13]([F:41])[CH2:12]1)=O)C1C=CC=CC=1>[Pd].CO>[CH2:37]([C:21]1[N:20]=[N:19][C:18]([O:17][C@@H:14]2[CH2:15][CH2:16][NH:11][CH2:12][C@H:13]2[F:41])=[CH:23][C:22]=1[C:24]1[CH:29]=[CH:28][C:27]([O:30][CH:31]2[CH2:36][CH2:35][CH2:34][CH2:33][CH2:32]2)=[CH:26][CH:25]=1)[CH2:38][CH2:39][CH3:40]. Reported procedure: A mixture of (±)-trans-4-[6-butyl-5-(4-cyclohexyloxy-phenyl)-pyridazin-3-yloxy]-3-fluoro-piperidine-1-carboxylic acid benzyl ester (65 mg, 0.12 mmol) and 10% palladium on carbon (10 mg) in MeOH (5 mL) was stirred under an atmosphere of H2 for 1.5 hrs, filtered through celite and concentrated to provide (±)-trans-3-butyl-4-(4-cyclohexyloxy-phenyl)-6-(3-fluoro-piperidin-4-yloxy)-pyridazine (40 mg).